From a dataset of the Open Reaction Database (ORD), a public repository of structured organic reaction records. describe an organic reaction: reactants, conditions, products, and yield Reaction SMILES: [C:1]([CH:4]([CH:6]([C:8]([O-:10])=[O:9])O)O)([O-])=O.[Cr](O[Cr]([O-])(=O)=O)([O-])(=O)=O.[NH+:20]1[CH:25]=[CH:24][CH:23]=[CH:22][CH:21]=1.[NH+]1C=[CH:30][CH:29]=[CH:28][CH:27]=1.[N+](=[CH2:34])=[N-].[ClH:35]>CN(C)C=O>[CH3:34][O:10][C:8]([C@H:6]([C:4]1[CH:30]=[CH:29][CH:28]=[CH:27][CH:1]=1)[C@@H:25]1[NH:20][CH2:21][CH2:22][CH2:23][CH2:24]1)=[O:9].[ClH:35] |f:1.2.3,7.8|. The solvent is CN(C=O)C (dimethylformamide). Starting materials: C(=O)([O-])C(O)C(O)C(=O)[O-] (tartrate), [N+](=[N-])=C (diazomethane), Cl (hydrochloric acid), C(=O)([O-])C(O)C(O)C(=O)[O-] (tartrate), [Cr](=O)(=O)([O-])O[Cr](=O)(=O)[O-].[NH+]1=CC=CC=C1.[NH+]1=CC=CC=C1 (pyridinium dichromate). Procedure: An alternative approach to synthesizing enantiomerically pure d-threo-methylphenidate hydrochloride using an enantiomerically pure starting material, d-pipecolic acid, was reported by Thai et al. in J. Med. Chem. (1998) 41, 591-601. Enantiomerically pure d-pipecolic acid was obtained in 37% yield by recrystallization of the diastereomeric tartrate salt, followed by the separation of the desired amino acid from tartaric acid by ion-exchange chromatography. d-pipecolic acid was protected with a BO... The product is COC(=O)[C@@H]([C@H]1CCCCN1)C2=CC=CC=C2.Cl (d-threo-methylphenidate hydrochloride). The yield is 67.0%. Starting materials: N#CO[K], COc1ccc(CCNC(=O)CN(CCCN)c2cc(C)nc(-n3ccnc3)n2)cc1, O, c1ccncc1. The product is COc1ccc(CCNC(=O)CN(CCCNC(N)=O)c2cc(C)nc(-n3ccnc3)n2)cc1. As a reaction SMILES: [K:33][O:34][C:35]#[N:36].[NH2:1][CH2:2][CH2:3][CH2:4][N:5]([CH2:6][C:7](=[O:8])[NH:9][CH2:10][CH2:11][c:12]1[cH:13][cH:14][c:15]([O:18][CH3:19])[cH:16][cH:17]1)[c:20]1[n:21][c:22](-[n:27]2[cH:28][n:29][cH:30][cH:31]2)[n:23][c:24]([CH3:26])[cH:25]1.[OH2:32].[cH:37]1[cH:38][cH:39][n:40][cH:41][cH:42]1>>[NH:1]([CH2:2][CH2:3][CH2:4][N:5]([CH2:6][C:7](=[O:8])[NH:9][CH2:10][CH2:11][c:12]1[cH:13][cH:14][c:15]([O:18][CH3:19])[cH:16][cH:17]1)[c:20]1[n:21][c:22](-[n:27]2[cH:28][n:29][cH:30][cH:31]2)[n:23][c:24]([CH3:26])[cH:25]1)[C:35](=[O:34])[NH2:36]. Reactants: OC1=CC=C(C=C1)SC1=CC=NC=C1 (4-(4-hydroxy-phenylthio) pyridine), O (water), C([O-])([O-])=O.[K+].[K+] (potassium carbonate), ClCCCN(CCCC)CCCC (1-chloro-3-(di-n-butylamino) propane). The solvent is CS(=O)C (dimethylsulphoxide). Reaction conditions: time 30 minute. Product: C(CCC)N(CCCOC1=CC=C(C=C1)SC1=CC=NC=C1)CCCC (4-{4-[3-(Di-n-butylamino) propyloxy]phenylthio}pyridine). As a reaction SMILES: [OH:1][C:2]1[CH:7]=[CH:6][C:5]([S:8][C:9]2[CH:14]=[CH:13][N:12]=[CH:11][CH:10]=2)=[CH:4][CH:3]=1.C(=O)([O-])[O-].[K+].[K+].Cl[CH2:22][CH2:23][CH2:24][N:25]([CH2:30][CH2:31][CH2:32][CH3:33])[CH2:26][CH2:27][CH2:28][CH3:29].O>CS(C)=O>[CH2:30]([N:25]([CH2:26][CH2:27][CH2:28][CH3:29])[CH2:24][CH2:23][CH2:22][O:1][C:2]1[CH:3]=[CH:4][C:5]([S:8][C:9]2[CH:14]=[CH:13][N:12]=[CH:11][CH:10]=2)=[CH:6][CH:7]=1)[CH2:31][CH2:32][CH3:33] |f:1.2.3|. Reported procedure: A solution of 0.014 mol of 4-(4-hydroxy-phenylthio) pyridine and 3 g of finely crushed anhydrous potassium carbonate in 50 ml of dimethylsulphoxide was placed under stirring for 30 min. To this medium 0.016 mol of 1-chloro-3-(di-n-butylamino) propane was added and the stirring was maintained at room-temperature for 24 hours. The reaction medium was poured into water and extracted with ethyl ether. The organic phase was washed with water, dried no sodium sulphate and filtered. After the solvent w... Reactants: [Li]CCCC, C=CCn1cnc2ccccc21, CC(=O)O, CCCCCC, CCOC=O, C1CCOC1. Product: C=CCn1c(C=O)nc2ccccc21. As a reaction SMILES: [CH2:13]([Li:14])[CH2:15][CH2:16][CH3:17].[CH2:1]([CH:2]=[CH2:3])[n:4]1[cH:5][n:6][c:7]2[c:8]1[cH:9][cH:10][cH:11][cH:12]2.[CH3:23][C:24](=[O:25])[OH:26].[CH3:32][CH2:33][CH2:34][CH2:35][CH2:36][CH3:37].[CH:18](=[O:19])[O:20][CH2:21][CH3:22].[O:27]1[CH2:28][CH2:29][CH2:30][CH2:31]1>>[CH2:1]([CH:2]=[CH2:3])[n:4]1[c:5]([CH:18]=[O:19])[n:6][c:7]2[c:8]1[cH:9][cH:10][cH:11][cH:12]2. Solvent: C(C)O (ethanol), C(C)O (ethanol). Reported procedure: Preparation D8, Step 1: 2-Amino-5-chlorobenzamide (Avocado) (0.50 g, 2.93 mmol, 1 eq.), methyl 4-phenylbutyrate (3.14 g, 17.6 mmol, 6 eq.), NaOEt in ethanol (3.09 M, 5.69 mL, 17.6 mmol, 6 eq.) and ethanol (20 mL) were refluxed overnight. Cooled to 25° C. Added 10 mL of 10% HOAc/H2O. Solids formed which were filtered, the solids rinsed with 5 mL H2O, then dissolved in 20 mL of EtOAc/THF. Dried and stripped in vacuo followed by purification over silica gel in 3:1 to 1:1 Hexanes/EtOAc to give 6-chl... Reaction SMILES: [NH2:1][C:2]1[CH:10]=[CH:9][C:8]([Cl:11])=[CH:7][C:3]=1[C:4]([NH2:6])=[O:5].[C:12]1([CH2:18][CH2:19][CH2:20][C:21](OC)=O)[CH:17]=[CH:16][CH:15]=[CH:14][CH:13]=1.CC[O-].[Na+].CC(O)=O.O>C(O)C>[Cl:11][C:8]1[CH:7]=[C:3]2[C:2](=[CH:10][CH:9]=1)[N:1]=[C:21]([CH2:20][CH2:19][CH2:18][C:12]1[CH:17]=[CH:16][CH:15]=[CH:14][CH:13]=1)[N:6]=[C:4]2[OH:5] |f:2.3,4.5|. Yield: 22.8%. Starting materials: D8, NC1=C(C(=O)N)C=C(C=C1)Cl (2-Amino-5-chlorobenzamide), C1(=CC=CC=C1)CCCC(=O)OC (methyl 4-phenylbutyrate), CC[O-].[Na+] (NaOEt), CC(=O)O.O (HOAc H2O). Reaction conditions: temperature 25 celsius. Product: ClC=1C=C2C(=NC(=NC2=CC1)CCCC1=CC=CC=C1)O (6-chloro-2-(3-phenyl-propyl)-quinazolin-4-ol).